This data is from the Open Reaction Database (ORD), a public repository of structured organic reaction records. The task is: describe an organic reaction: reactants, conditions, products, and yield Reactants: N#CC1CC(F)CN1C(=O)CNC12CCC(C(=O)O)(CC1)CC2, Nc1ccc(Cl)cc1Cl. Yields the product N#CC1CC(F)CN1C(=O)CNC12CCC(C(=O)Nc3ccc(Cl)cc3Cl)(CC1)CC2. As a reaction SMILES: [C:1](=[O:2])([OH:3])[C:4]12[CH2:5][CH2:6][C:7]([NH:12][CH2:13][C:14](=[O:15])[N:16]3[CH:17]([C:22]#[N:23])[CH2:18][CH:19]([F:21])[CH2:20]3)([CH2:8][CH2:9]1)[CH2:10][CH2:11]2.[NH2:24][c:25]1[cH:26][cH:27][c:28]([Cl:29])[cH:30][c:31]1[Cl:32]>>[C:1](=[O:2])([C:4]12[CH2:5][CH2:6][C:7]([NH:12][CH2:13][C:14](=[O:15])[N:16]3[CH:17]([C:22]#[N:23])[CH2:18][CH:19]([F:21])[CH2:20]3)([CH2:8][CH2:9]1)[CH2:10][CH2:11]2)[NH:24][c:25]1[cH:26][cH:27][c:28]([Cl:29])[cH:30][c:31]1[Cl:32]. Starting materials: CCCN(C)C(=O)c1cc(C(=O)OCC)cc(C(O)C(F)(F)F)c1, ClCCl. The product is CCCN(C)C(=O)c1cc(C(=O)OCC)cc(C(=O)C(F)(F)F)c1. Reaction SMILES: [CH2:1]([CH3:2])[O:3][C:4]([c:5]1[cH:6][c:7]([C:8](=[O:9])[N:10]([CH2:11][CH2:12][CH3:13])[CH3:14])[cH:15][c:16]([CH:18]([C:19]([F:20])([F:21])[F:22])[OH:23])[cH:17]1)=[O:24].[Cl:25][CH2:26][Cl:27]>>[CH2:1]([CH3:2])[O:3][C:4]([c:5]1[cH:6][c:7]([C:8](=[O:9])[N:10]([CH2:11][CH2:12][CH3:13])[CH3:14])[cH:15][c:16]([C:18]([C:19]([F:20])([F:21])[F:22])=[O:23])[cH:17]1)=[O:24]. Starting materials: CC1=CC=2CCCCC2C=C1 (2-methyl-5,6,7,8-tetrahydro-naphthalene), ClS(=O)(=O)O (chlorosulfonic acid). The solvent is C(Cl)(Cl)Cl (CHCl3). Yields the product CC1=C(C=2CCCCC2C=C1)S(=O)(=O)Cl (2-methyl-5,6,7,8-tetrahydro-naphthalene-sulfonic acid chloride). The yield is 95.4%. As a reaction SMILES: [CH3:1][C:2]1[CH:11]=[CH:10][C:9]2[CH2:8][CH2:7][CH2:6][CH2:5][C:4]=2[CH:3]=1.[Cl:12][S:13](O)(=[O:15])=[O:14]>C(Cl)(Cl)Cl>[CH3:1][C:2]1[CH:11]=[CH:10][C:9]2[CH2:8][CH2:7][CH2:6][CH2:5][C:4]=2[C:3]=1[S:13]([Cl:12])(=[O:15])=[O:14]. Procedure: A solution of 20 g (0.137 mol) 2-methyl-5,6,7,8-tetrahydro-naphthalene in 200 mL CHCl3 was added to 48 g (0.412 mol) chlorosulfonic acid at 0° C. After 2 hrs at room temperature the solution was slowly poured onto ice. The organic phase was washed, dried and concentrated to give 32 g 2-methyl-5,6,7,8-tetrahydro-naphthalene-sulfonic acid chloride used directly for the subsequent reaction. The reactants are [H-].[Na+] (sodium hydride), N1C=CC2=CC(=CC=C12)C(=O)OC (Methyl indole-5-carboxylate), [N+](=O)([O-])C=1C=C(CBr)C=CC1 (3-nitrobenzyl bromide). The solvent is O1CCCC1 (tetrahydrofuran), O1CCCC1 (tetrahydrofuran). Run at time 30 minute. The product is [N+](=O)([O-])C=1C=C(CN2C=CC3=CC(=CC=C23)C(=O)OC)C=CC1 (methyl 1-(3-nitrobenzyl)indole-5-carboxylate). Reaction SMILES: [NH:1]1[C:9]2[C:4](=[CH:5][C:6]([C:10]([O:12][CH3:13])=[O:11])=[CH:7][CH:8]=2)[CH:3]=[CH:2]1.[H-].[Na+].[N+:16]([C:19]1[CH:20]=[C:21]([CH:24]=[CH:25][CH:26]=1)[CH2:22]Br)([O-:18])=[O:17]>O1CCCC1>[N+:16]([C:19]1[CH:20]=[C:21]([CH:24]=[CH:25][CH:26]=1)[CH2:22][N:1]1[C:9]2[C:4](=[CH:5][C:6]([C:10]([O:12][CH3:13])=[O:11])=[CH:7][CH:8]=2)[CH:3]=[CH:2]1)([O-:18])=[O:17] |f:1.2|. Reported procedure: Methyl indole-5-carboxylate (10 g) was dissolved in dry tetrahydrofuran (250 ml) and cooled in an ice-bath. To the stirred solution was added sodium hydride (60% suspension in oil) (2.57 g) in portions over 15 minutes. After stirring for a further 30 minutes, 3-nitrobenzyl bromide (11.55 g) in dry tetrahydrofuran (30 ml) was added dropwise over 20 minutes. Stirring was continued at 0° C. for 30 minutes, then at room temperature for 2 hours. Excess sodium hydride was destroyed by cautious additio... The reactants are COC1=CC=C(C(=O)N(C2=NC3=CC=C(C=C3C(=C2C#N)NCC2=CC=CC=C2)N2CCN(CC2)C)C(C2=CC=C(C=C2)OC)=O)C=C1 (4-methoxy-N-(4-methoxybenzoyl)-N-(6-(4-methylpiperazino)-4-benzylamino-3-cyanoquinolin-2-yl)benzamide), C(O)([O-])=O.[Na+] (sodium hydrogen carbonate), C(C)(=O)O (acetic acid). Run in C(C)#N (acetonitrile), [OH-].[K+] (potassium hydroxide). Yields the product COC1=CC=C(C(=O)NC2=NC3=CC=C(C=C3C(=C2C#N)NCC2=CC=CC=C2)N2CCN(CC2)C)C=C1 (4-Methoxy-N-[6-(4-methylpiperazin-1-yl)-4-benzylamino-3-cyanoquinolin-2-yl]benzamide). As a reaction SMILES: [CH3:1][O:2][C:3]1[CH:48]=[CH:47][C:6]([C:7]([N:9](C(=O)C2C=CC(OC)=CC=2)[C:10]2[C:19]([C:20]#[N:21])=[C:18]([NH:22][CH2:23][C:24]3[CH:29]=[CH:28][CH:27]=[CH:26][CH:25]=3)[C:17]3[C:12](=[CH:13][CH:14]=[C:15]([N:30]4[CH2:35][CH2:34][N:33]([CH3:36])[CH2:32][CH2:31]4)[CH:16]=3)[N:11]=2)=[O:8])=[CH:5][CH:4]=1.C(O)(=O)C.C(=O)([O-])O.[Na+]>C(#N)C.[OH-].[K+]>[CH3:1][O:2][C:3]1[CH:4]=[CH:5][C:6]([C:7]([NH:9][C:10]2[C:19]([C:20]#[N:21])=[C:18]([NH:22][CH2:23][C:24]3[CH:29]=[CH:28][CH:27]=[CH:26][CH:25]=3)[C:17]3[C:12](=[CH:13][CH:14]=[C:15]([N:30]4[CH2:35][CH2:34][N:33]([CH3:36])[CH2:32][CH2:31]4)[CH:16]=3)[N:11]=2)=[O:8])=[CH:47][CH:48]=1 |f:2.3,5.6|. Reported procedure: To the solution of 2.3 g of 4-methoxy-N-(4-methoxybenzoyl)-N-(6-(4-methylpiperazino)-4-benzylamino-3-cyanoquinolin-2-yl)benzamide in 15 mL of acetonitrile, 4 mL of 1N methanolic potassium hydroxide solution is added. The reaction mixture is heated under reflux conditions for 10 minutes, 1 mL of glacial acetic acid is added to it, then it is neutralized with 12 mL of 1M sodium hydrogen carbonate solution. The precipitate is filtered off, the yellow crystalline material is recrystallized from the ... The reactants are ClC1=CC=C(C=C1)SC1=C(NC2=CC=C(C=C12)C(=O)OC)C (3-[(4-chlorophenyl)thio]-2-methyl-1H-indole-5-carboxylic acid, methyl ester), product, C(=O)(O)C=1C=C2C(=C(N(C2=CC1)CC(=O)O)C)SC1=CC=C(C=C1)Cl (5-carboxy-3-[(4-chlorophenyl)thio]-2-methyl-1H-indole-1-acetic acid). Product: ClC1=CC=C(C=C1)SC1=C(N(C2=CC=CC(=C12)NCC)CC(=O)O)C (3-[(4-chlorophenyl)thio]-4-(ethylamino)-2-methyl-1H-indole-1-acetic acid). Reaction SMILES: ClC1C=CC(S[C:9]2C3C(=CC=C(C(OC)=O)C=3)[NH:11][C:10]=2C)=CC=1.C([C:26]1[CH:27]=[C:28]2[C:32](=[CH:33][CH:34]=1)[N:31]([CH2:35][C:36]([OH:38])=[O:37])[C:30]([CH3:39])=[C:29]2[S:40][C:41]1[CH:46]=[CH:45][C:44]([Cl:47])=[CH:43][CH:42]=1)(O)=O>>[Cl:47][C:44]1[CH:43]=[CH:42][C:41]([S:40][C:29]2[C:28]3[C:32](=[CH:33][CH:34]=[CH:26][C:27]=3[NH:11][CH2:10][CH3:9])[N:31]([CH2:35][C:36]([OH:38])=[O:37])[C:30]=2[CH3:39])=[CH:46][CH:45]=1. Procedure details: The compound was prepared using the method of example 55 part (ii) using the by product from example 2 part (i). Purification by reverse phase preparative HPLC.